From a dataset of the Open Reaction Database (ORD), a public repository of structured organic reaction records. describe an organic reaction: reactants, conditions, products, and yield Reactants: CC(=O)O, Cl, CCOC(=O)c1nc2cccnc2n(-c2ccccc2)c1=O. The product is O=C(O)c1nc2cccnc2n(-c2ccccc2)c1=O. Reaction SMILES: [CH3:24][C:25](=[O:26])[OH:27].[ClH:23].[O:1]=[c:2]1[c:3]([C:18](=[O:19])[O:20][CH2:21][CH3:22])[n:4][c:5]2[c:6]([n:7]1-[c:8]1[cH:9][cH:10][cH:11][cH:12][cH:13]1)[n:14][cH:15][cH:16][cH:17]2>>[O:1]=[c:2]1[c:3]([C:18](=[O:19])[OH:20])[n:4][c:5]2[c:6]([n:7]1-[c:8]1[cH:9][cH:10][cH:11][cH:12][cH:13]1)[n:14][cH:15][cH:16][cH:17]2. Reactants: C(C)(C)N1C(=NC2=C1C=C(C=C2)C(C2=CC=CC=C2)=O)N (1-isopropyl-2-amino-6-benzoylbenzimidazole), C[Mg]Br (methyl magnesium bromide), C(C)(=O)OCC (ethyl acetate), O1CCCC1 (tetrahydrofuran), solution. The solvent is C(C)OCC (ethyl ether). Conditions: time 8 hour. Yields the product C(C)(C)N1C(=NC2=C1C=C(C=C2)C(=C)C2=CC=CC=C2)N (1-isopropyl-2-amino-6-(1-phenylethenyl)benzimidazole). As a reaction SMILES: [CH:1]([N:4]1[C:8]2[CH:9]=[C:10]([C:13](=O)[C:14]3[CH:19]=[CH:18][CH:17]=[CH:16][CH:15]=3)[CH:11]=[CH:12][C:7]=2[N:6]=[C:5]1[NH2:21])([CH3:3])[CH3:2].O1CCC[CH2:23]1.C[Mg]Br.C(OCC)(=O)C>C(OCC)C>[CH:1]([N:4]1[C:8]2[CH:9]=[C:10]([C:13]([C:14]3[CH:19]=[CH:18][CH:17]=[CH:16][CH:15]=3)=[CH2:23])[CH:11]=[CH:12][C:7]=2[N:6]=[C:5]1[NH2:21])([CH3:3])[CH3:2]. Procedure details: Three grams (10.7 mmoles) of 1-isopropyl-2-amino-6-benzoylbenzimidazole were dissolved in 25 ml. of tetrahydrofuran, after which was added 27 ml. of a 2M solution of methyl magnesium bromide in ethyl ether. After stirring overnight, ethyl acetate was added, and the solution was washed three times with a saturated sodium chloride solution. The organic solution was dried over magnesium sulfate, filtered, and evaporated under reduced pressure. One hundred milliliters of 98% formic acid were added t... The reactants are [BH4-].[Na+] (sodium borohydride), OC(C)(C)C1(C=CNO1)C(=O)OCC (ethyl 5-(1-hydroxy-1-methylethyl)isoxazole-5-carboxylate), C(C)O (ethanol), O (water). Reaction conditions: time 10 hour. The product is OC(C)(C)C1=CC(=NO1)CO ([5-(1-hydroxy-1-methylethyl)isoxazol-3-yl]methanol). RXN SMILES: [OH:1][C:2]([C:5]1(C(OCC)=O)[O:9][NH:8][CH:7]=[CH:6]1)([CH3:4])[CH3:3].[BH4-].[Na+].O.[CH2:18]([OH:20])C>>[OH:1][C:2]([C:5]1[O:9][N:8]=[C:7]([CH2:18][OH:20])[CH:6]=1)([CH3:3])[CH3:4] |f:1.2|. Procedure details: 9.96 g of ethyl 5-(1-hydroxy-1-methylethyl)isoxazole-5-carboxylate was dissolved in 200 ml of ethanol, and 3.78 g of sodium borohydride was then added. The mixture was stirred at room temperature for 10 hours. After 50 ml of water was added, the reaction mixture was concentrated to 50 ml under reduced pressure. The concentrated solution was extracted with ethyl acetate. The organic layer was dried over anhydrous magnesium sulfate, filtered and then concentrated under reduced-pressure. The residu...